From a dataset of the Open Reaction Database (ORD), a public repository of structured organic reaction records. describe an organic reaction: reactants, conditions, products, and yield The reactants are C1=CC=CC=2SC3=CC=CC=C3NC12 (phenothiazine), CC(C)([O-])C.[K+] (potassium tert-butoxide), ClCC=1C=C(C(=O)OC)C=CC1 (methyl 3-(chloromethyl)benzoate), CC(C)([O-])C.[K+] (potassium tert-butoxide). Run in O1CCCC1 (tetrahydrofuran), O1CCCC1 (tetrahydrofuran). Reaction conditions: temperature 0 celsius, time 20 minute. Yields the product C1=CC=CC=2SC3=CC=CC=C3N(C12)CC=1C=C(C(=O)OC(C)(C)C)C=CC1 (tert-butyl 3-(phenothiazin-10-ylmethyl)benzoate). The yield is 30.6%. As a reaction SMILES: [CH:1]1[C:14]2[NH:13][C:12]3[C:7](=[CH:8][CH:9]=[CH:10][CH:11]=3)[S:6][C:5]=2[CH:4]=[CH:3][CH:2]=1.[CH3:15][C:16]([CH3:19])([O-:18])[CH3:17].[K+].Cl[CH2:22][C:23]1[CH:24]=[C:25]([CH:30]=[CH:31][CH:32]=1)[C:26](OC)=[O:27]>O1CCCC1>[CH:11]1[C:12]2[N:13]([CH2:22][C:23]3[CH:24]=[C:25]([CH:30]=[CH:31][CH:32]=3)[C:26]([O:18][C:16]([CH3:19])([CH3:17])[CH3:15])=[O:27])[C:14]3[C:5](=[CH:4][CH:3]=[CH:2][CH:1]=3)[S:6][C:7]=2[CH:8]=[CH:9][CH:10]=1 |f:1.2|. Procedure details: To a solution of phenothiazine (1.00 g) in tetrahydrofuran (10 ml) was added potassium tert-butoxide (617 mg) at 0° C. The mixture was stirred at 0° C. for 20 minutes, and then a solution of methyl 3-(chloromethyl)benzoate (1.02 g) in tetrahydrofuran (10 ml) was added. The mixture was stirred at 25° C. for 3 hours, and then potassium tert-butoxide (1.02 g) was added. The mixture was stirred at 25° C. for 1 hour, and then evaporated. The residue was partitioned between ethyl acetate and 0.1N hydr... Reactants: Cl (HCl), [Li]CCCC (n-BuLi), BrC1=CC2=CC=C(C=C2C=C1)OC (2-bromo-6-methoxynaphthalene), CON(C(C)=O)C (N-methoxy-N-methylacetamide). Run at time 15 minute. Product: COC=1C=C2C=CC(=CC2=CC1)C(C)=O (1-(6-methoxy-2naphthyl)-1-ethanone). Isolated yield 81.9%. As a reaction SMILES: [Li]CCCC.Br[C:7]1[CH:16]=[CH:15][C:14]2[C:9](=[CH:10][CH:11]=[C:12]([O:17][CH3:18])[CH:13]=2)[CH:8]=1.CON(C)[C:22](=[O:24])[CH3:23].Cl>>[CH3:18][O:17][C:12]1[CH:13]=[C:14]2[C:9](=[CH:10][CH:11]=1)[CH:8]=[C:7]([C:22](=[O:24])[CH3:23])[CH:16]=[CH:15]2. Procedure details: n-BuLi (1.6M in hexane, 73 ml) was added dropwise to a solution of 2-bromo-6-methoxynaphthalene (25.29 g) at −78° C. and the mixture was stirred for 15 minutes. A solution of N-methoxy-N-methylacetamide (11.03 g) was added to the mixture and stirred for 1 hour at −78° C. 1N-HCl was added, and the whole was extracted with ethyl acetate. The extract was concentrated and crystallized from cyclohexane to give the titled compound (17.50 g) as a colorless powder.